From a dataset of the Open Reaction Database (ORD), a public repository of structured organic reaction records. describe an organic reaction: reactants, conditions, products, and yield Reactants: [OH-].[K+] (potassium hydroxide), COC=1C=C(C=CC1OC)C1=CNC2=NC=CC=C21 (3-(3,4-Dimethoxy-phenyl)-1H-pyrrolo-[2,3-b]pyridine), C(Cl)Cl (methylene chloride), CC=1C=C2C=CC=NC2=C(C1)S(=O)(=O)Cl (6-methyl-quinoline-8-sulfonyl chloride). Product: COC=1C=C(C=CC1OC)C1=CN(C2=NC=CC=C21)S(=O)(=O)C=2C=CC=C1C=C(C=NC21)C (8-[3-(3,4-dimethoxy-phenyl)-pyrrolo[2,3-b]pyridine-1-sulfonyl]-3-methyl-quinoline). Reported procedure: 3-(3,4-Dimethoxy-phenyl)-1H-pyrrolo-[2,3-b]pyridine, 1, (40 mg, 0.1 mmol) was dissolved in methylene chloride (4 mL). Aqueous potassium hydroxide (50% wt/vol, 300 μL) and tetrabutylammonium hydrogen sulfate (20 mg, 0.007 mmol) were added. The reaction mixture was stirred for 10 minutes at room temperature. Into the reaction was added 6-methyl-quinoline-8-sulfonyl chloride (68 mg, 0.28 mmol), prepared as described (Lubenets, V. I.; Stadnitskaya, N. E.; Novikov, V. P.; Russ. J. Org. Chem.; 36; 200... Reagents/catalysts: S(=O)(=O)(O)[O-].C(CCC)[N+](CCCC)(CCCC)CCCC (tetrabutylammonium hydrogen sulfate). Run at time 10 minute. As a reaction SMILES: [CH3:1][O:2][C:3]1[CH:4]=[C:5]([C:11]2[C:19]3[C:14](=[N:15][CH:16]=[CH:17][CH:18]=3)[NH:13][CH:12]=2)[CH:6]=[CH:7][C:8]=1[O:9][CH3:10].[OH-].[K+].C[C:23]1[CH:24]=[C:25]2[C:30](=[C:31]([S:33](Cl)(=[O:35])=[O:34])[CH:32]=1)[N:29]=[CH:28][CH:27]=[CH:26]2.[CH2:37](Cl)Cl>S([O-])(O)(=O)=O.C([N+](CCCC)(CCCC)CCCC)CCC>[CH3:1][O:2][C:3]1[CH:4]=[C:5]([C:11]2[C:19]3[C:14](=[N:15][CH:16]=[CH:17][CH:18]=3)[N:13]([S:33]([C:31]3[CH:32]=[CH:23][CH:24]=[C:25]4[C:30]=3[N:29]=[CH:28][C:27]([CH3:37])=[CH:26]4)(=[O:34])=[O:35])[CH:12]=2)[CH:6]=[CH:7][C:8]=1[O:9][CH3:10] |f:1.2,5.6|. Yield: 60.0%.